This data is from the Open Reaction Database (ORD), a public repository of structured organic reaction records. The task is: describe an organic reaction: reactants, conditions, products, and yield Reactants: ClC1=C(OCC(=O)OC(C)(C)C)C(=CC(=C1)Cl)C=O (tert-butyl (2,4-dichloro-6-formyl-phenoxy)-acetate), NC1=CC=C(C(=N)NO)C=C1 (4-amino-N-hydroxybenzamidine), C(C1=CC=CC=C1)[N+]#[C-] (benzyl isonitrile). Yields the product C(C)(C)(C)OC(=O)COC1=C(C=C(C=C1Cl)Cl)C(C(=O)OC)NC1=CC=C(C=C1)C(NO)=N (methyl (RS)-(2-tert-butoxycarbonylmethoxy-3,5-dichloro-phenyl)-[4-(N-hydroxycarbamimidoyl)-phenylamino]-acetate). Reaction SMILES: [Cl:1][C:2]1[CH:16]=[C:15]([Cl:17])[CH:14]=[C:13]([CH:18]=O)[C:3]=1[O:4][CH2:5][C:6]([O:8][C:9]([CH3:12])([CH3:11])[CH3:10])=[O:7].[NH2:20][C:21]1[CH:30]=[CH:29][C:24]([C:25]([NH:27][OH:28])=[NH:26])=[CH:23][CH:22]=1.C([N+]#[C-])C1C=CC=CC=1>>[C:9]([O:8][C:6]([CH2:5][O:4][C:3]1[C:2]([Cl:1])=[CH:16][C:15]([Cl:17])=[CH:14][C:13]=1[CH:18]([NH:20][C:21]1[CH:30]=[CH:29][C:24]([C:25](=[NH:26])[NH:27][OH:28])=[CH:23][CH:22]=1)[C:6]([O:8][CH3:9])=[O:7])=[O:7])([CH3:10])([CH3:11])[CH3:12]. Procedure details: In analogy to Example 1.1., tert-butyl (2,4-dichloro-6-formyl-phenoxy)-acetate was reacted with 4-amino-N-hydroxybenzamidine and benzyl isonitrile. There was obtained methyl (RS)-(2-tert-butoxycarbonylmethoxy-3,5-dichloro-phenyl)-[4-(N-hydroxycarbamimidoyl)-phenylamino]-acetate; MS (ISP) m/z 498.2 (M+H)+, 520.2 (M+Na)+.